Dataset: the Open Reaction Database (ORD), a public repository of structured organic reaction records. Task: describe an organic reaction: reactants, conditions, products, and yield The reactants are [C@H]1(CC2=CC=CC3=CC=CC1=C23)N ((R)-acenaphthen-1-yl-amine), [C@H]1(CC2=CC=CC3=CC=CC1=C23)N.Cl ((R)-Acenaphthen-1-yl-amine•hydrochloride), C([O-])([O-])=O.[K+].[K+] (potassium carbonate), C([O-])([O-])=O.[K+].[K+] (Potassium carbonate), [I-].C(C)[N+]1(CCC(CC1)=O)C (1-ethyl-1-methyl-4-oxopiperidinium iodide). Run in C(C)O (ethanol), O (water), O (water), O (water). Product: [C@H]1(CC2=CC=CC3=CC=CC1=C23)N2CCC(CC2)=O ((R)-1-(acenaphthen-1-yl)-piperidin-4-one). Yield: 72.0%. As a reaction SMILES: [C@H:1]1([NH2:13])[C:11]2=[C:12]3[C:7](=[CH:8][CH:9]=[CH:10]2)[CH:6]=[CH:5][CH:4]=[C:3]3[CH2:2]1.Cl.C(=O)([O-])[O-].[K+].[K+].[C@H]1(N)C2=C3C(=CC=C2)C=CC=C3C1.[I-].C([N+]1(C)[CH2:42][CH2:41][C:40](=[O:43])[CH2:39][CH2:38]1)C>O.C(O)C>[C@H:1]1([N:13]2[CH2:42][CH2:41][C:40](=[O:43])[CH2:39][CH2:38]2)[C:11]2=[C:12]3[C:7](=[CH:8][CH:9]=[CH:10]2)[CH:6]=[CH:5][CH:4]=[C:3]3[CH2:2]1 |f:0.1,2.3.4,6.7|. Procedure details: (R)-Acenaphthen-1-yl-amine•hydrochloride (25 g) was dissolved in water (200 ml) and the mixture was alkalified with potassium carbonate and extracted with chloroform. The extract was washed with water and saturated brine, dried over magnesium sulfate, and concentrated. The obtained (R)-acenaphthen-1-yl-amine (21 g, 124 mmol) was dissolved in ethanol (200 ml). Potassium carbonate (2.5 g, 18 mmol) and 1-ethyl-1-methyl-4-oxopiperidinium iodide (40 g) dissolved in water (100 ml) was added and the mi...